Dataset: the Open Reaction Database (ORD), a public repository of structured organic reaction records. Task: describe an organic reaction: reactants, conditions, products, and yield Starting materials: [N+](=O)([O-])C1=NC=CC=N1 (nitropyrimidine), C (charcoal), C(=O)O (formic acid), S(=O)([O-])S(=O)[O-].[Na+].[Na+] (Sodium dithionite). Solvent: C(=O)N (formamide), O (water). Reaction conditions: time 17.5 minute. Yields the product C(=O)NC1=NC=CC=N1 (formamido-pyrimidine). Reaction SMILES: [N+:1]([C:4]1[N:9]=[CH:8][CH:7]=[CH:6][N:5]=1)([O-])=O.[CH:10](O)=[O:11].S(S([O-])=O)([O-])=O.[Na+].[Na+].C>C(N)=O.O>[CH:10]([NH:1][C:4]1[N:9]=[CH:8][CH:7]=[CH:6][N:5]=1)=[O:11] |f:2.3.4|. Procedure details: The crude nitropyrimidine (25.32 g) from above was suspended in formamide (150 ml) and 90% formic acid (50 ml) and the suspension was warmed to 70° C. in a water bath. Sodium dithionite was carefully added to the warm suspension and then boiled for 15-20 minutes. The reaction mixture was diluted with hot water (300 ml), treated with charcoal and then boiled for an additonal 20-25 minutes, filtered through celite, cooled and concentrated under reduced pressure to give formamido-pyrimidine which w...